This data is from the Open Reaction Database (ORD), a public repository of structured organic reaction records. The task is: describe an organic reaction: reactants, conditions, products, and yield The reactants are FC1=CC=C(C=C1)C1(C(C2=C(C(=C(C=C2C1)OC)Cl)Cl)=O)C (2-(4-fluorophenyl)-2-methyl-5-methoxy-6,7-dichloro-1-indanone), Cl.N1=CC=CC=C1 (pyridine hydrochloride). Run in O (water). Reaction conditions: temperature 180 celsius. Product: FC1=CC=C(C=C1)C1(C(C2=C(C(=C(C=C2C1)O)Cl)Cl)=O)C (2-(4-Fluorophenyl)-2-methyl-5-hydroxy-6,7-dichloro-1-indanone). RXN SMILES: [F:1][C:2]1[CH:7]=[CH:6][C:5]([C:8]2([CH3:22])[CH2:16][C:15]3[C:10](=[C:11]([Cl:20])[C:12]([Cl:19])=[C:13]([O:17]C)[CH:14]=3)[C:9]2=[O:21])=[CH:4][CH:3]=1.Cl.N1C=CC=CC=1>O>[F:1][C:2]1[CH:7]=[CH:6][C:5]([C:8]2([CH3:22])[CH2:16][C:15]3[C:10](=[C:11]([Cl:20])[C:12]([Cl:19])=[C:13]([OH:17])[CH:14]=3)[C:9]2=[O:21])=[CH:4][CH:3]=1 |f:1.2|. Reported procedure: A stirred mixture of 2-(4-fluorophenyl)-2-methyl-5-methoxy-6,7-dichloro-1-indanone (1.2 g., 0.00354 mole) and pyridine hydrochloride (12 g.) is heated at 180° C. for one hour, then poured into water (500 ml.). The 2-(4-fluorophenyl)-2-methyl-5-hydroxy-6,7-dichloro-1-indanone melts at 193°-200° C. and is used without further purification.